From a dataset of the Open Reaction Database (ORD), a public repository of structured organic reaction records. describe an organic reaction: reactants, conditions, products, and yield Reactants: CC(C)(C)OC(=O)N1CCC([Zn+])CC1, [Cu]I, Fc1nccnc1I, [I-], [Pd+2]. Product: CC(C)(C)OC(=O)N1CCC(c2nccnc2F)CC1. Reaction SMILES: [C:10]([CH3:11])([CH3:12])([CH3:13])[O:14][C:15](=[O:16])[N:17]1[CH2:18][CH2:19][CH:20]([Zn+:23])[CH2:21][CH2:22]1.[Cu:25][I:26].[F:1][c:2]1[n:3][cH:4][cH:5][n:6][c:7]1[I:8].[I-:9].[Pd+2:24]>>[F:1][c:2]1[n:3][cH:4][cH:5][n:6][c:7]1[CH:20]1[CH2:19][CH2:18][N:17]([C:15]([O:14][C:10]([CH3:11])([CH3:12])[CH3:13])=[O:16])[CH2:22][CH2:21]1. The reactants are C(=C)C1OCC(O1)CCCCO (2-vinyl-4(4-hydroxybutyl)-1,3-dioxolane), [H][H] (hydrogen), C(C=C)(=O)O (acrylic acid), C1(=CC=C(C=C1)S(=O)(=O)O)C (p-toluenesulfonic acid), O (water). Solvent: COCCOC (1,2-dimethoxyethane), ClCCl (dichloromethane). Product: C(C)C(C(=O)[O-])=C.OCCCCC1OCOC1 (2-ethylacrylate 4-(4-hydroxybutyl)-1,3-dioxolane). As a reaction SMILES: C([CH:3]1[O:7][CH:6]([CH2:8][CH2:9][CH2:10][CH2:11][OH:12])[CH2:5][O:4]1)=C.[C:13](O)(=O)C=C.C1(C)C=CC(S(O)(=O)=O)=CC=1.[H][H].[OH2:31]>ClCCl.COCCOC>[CH2:9]([C:10](=[CH2:13])[C:11]([O-:12])=[O:31])[CH3:8].[OH:12][CH2:11][CH2:10][CH2:9][CH2:8][CH:6]1[CH2:5][O:4][CH2:3][O:7]1 |f:7.8|. Reported procedure: A solution of 172.2 grams (1 mole) of 2-vinyl-4(4-hydroxybutyl)-1,3-dioxolane (Comonomer B herein), 72.1 grams (1 mole) of acrylic acid and 0.1 gram of p-toluenesulfonic acid in 5 ml. of 1,2-dimethoxyethane was heated for 10 hours at 50°-60° C. After adding water (150 ml) and dichloromethane (200 ml), the non aqueous layer was washed successively with 100 ml. of 5 per cent sodium bicarbonate and two 100-ml. portions of water, and was then dried over magnesium sulfate. Hydroquinone (0.5 gram) sta...